From a dataset of the Open Reaction Database (ORD), a public repository of structured organic reaction records. describe an organic reaction: reactants, conditions, products, and yield Reactants: CN(C)C=O, CN(CCCl)c1ccnc(CCl)c1Cl, [H-], Cc1nc(C)c(Cl)c(N)n1, [Na+], O. Yields the product Cc1nc(C)c(Cl)c(NCc2nccc(N(C)CCCl)c2Cl)n1. As a reaction SMILES: [CH3:28][N:29]([CH3:30])[CH:31]=[O:32].[Cl:13][c:14]1[c:15]([CH2:25][Cl:26])[n:16][cH:17][cH:18][c:19]1[N:20]([CH3:21])[CH2:22][CH2:23][Cl:24].[H-:11].[NH2:1][c:2]1[n:3][c:4]([CH3:10])[n:5][c:6]([CH3:9])[c:7]1[Cl:8].[Na+:12].[OH2:27]>>[NH:1]([c:2]1[n:3][c:4]([CH3:10])[n:5][c:6]([CH3:9])[c:7]1[Cl:8])[CH2:25][c:15]1[c:14]([Cl:13])[c:19]([N:20]([CH3:21])[CH2:22][CH2:23][Cl:24])[cH:18][cH:17][n:16]1. Reported procedure: To a mixture consisting of 19.4 g. of L-leucine, 15.7 g. of sodium carbonate, and 500 ml. of water, cooled to 0° C., is added a solution of 19.1 g. of 9-fluorenylmethylchloroformate in 200 ml. of tetrahydrofuran, and the resulting mixture is stirred at 0° C. for one hour and at room temperature for 15 hours. The mixtue is then acidified with 3 N hydrochloric acid and concentrated to remove the solvent. The residue is extracted with ethyl acetate, and the extract is washed with 100 ml. of 10% hyd... RXN SMILES: [NH2:1][C@H:2]([C:7]([OH:9])=[O:8])[CH2:3][CH:4]([CH3:6])[CH3:5].C(=O)([O-])[O-].[Na+].[Na+].[CH:16]1[C:28]2[CH:27]([CH2:29][O:30][C:31](Cl)=[O:32])[C:26]3[C:21](=[CH:22][CH:23]=[CH:24][CH:25]=3)[C:20]=2[CH:19]=[CH:18][CH:17]=1.Cl>O1CCCC1.O>[CH:16]1[C:28]2[CH:27]([CH2:29][O:30][C:31]([NH:1][C@H:2]([C:7]([OH:9])=[O:8])[CH2:3][CH:4]([CH3:6])[CH3:5])=[O:32])[C:26]3[C:21](=[CH:22][CH:23]=[CH:24][CH:25]=3)[C:20]=2[CH:19]=[CH:18][CH:17]=1 |f:1.2.3|. The solvent is O1CCCC1 (tetrahydrofuran), O (water). Product: C1=CC=CC=2C3=CC=CC=C3C(C12)COC(=O)N[C@@H](CC(C)C)C(=O)O (N-9-fluorenylmethoxycarbonyl-L-leucine). The reactants are N[C@@H](CC(C)C)C(=O)O (L-leucine), Cl (hydrochloric acid), C([O-])([O-])=O.[Na+].[Na+] (sodium carbonate), C1=CC=CC=2C3=CC=CC=C3C(C12)COC(=O)Cl (9-fluorenylmethylchloroformate). The reactants are C(C)(C)N(C(C)C)CC (N,N-diisopropylethylamine), C[Si](C)(C)C#C (trimethylsilylacetylene), IC=1C=C(C(=O)NC2=CC(=C(C=C2)CN2CCN(CC2)C)C(F)(F)F)C=CC1C (3-iodo-4-methyl-N-[4-(4-methyl-piperazin-1-ylmethyl)-3-trifluoromethyl-phenyl]-benzamide), Pd[(PPh3)]4, N#N (N2). Reagents/catalysts: [Cu]I (CuI). The solvent is CN(C)C=O (DMF), CCOC(=O)C (EtOAc), O (Water). Run at time 24 hour. The product is CC1=C(C=C(C(=O)NC2=CC(=C(C=C2)CN2CCN(CC2)C)C(F)(F)F)C=C1)C#C[Si](C)(C)C (4-Methyl-N-[4-(4-methyl-piperazin-1-ylmethyl)-3-trifluoromethyl-phenyl]-3-trimethylsilanylethynyl-benzamide). Isolated yield 82.0%. Reaction SMILES: I[C:2]1[CH:3]=[C:4]([CH:26]=[CH:27][C:28]=1[CH3:29])[C:5]([NH:7][C:8]1[CH:13]=[CH:12][C:11]([CH2:14][N:15]2[CH2:20][CH2:19][N:18]([CH3:21])[CH2:17][CH2:16]2)=[C:10]([C:22]([F:25])([F:24])[F:23])[CH:9]=1)=[O:6].N#N.C(N(CC)C(C)C)(C)C.[CH3:41][Si:42]([C:45]#[CH:46])([CH3:44])[CH3:43]>[Cu]I.CCOC(C)=O.O.CN(C=O)C>[CH3:29][C:28]1[CH:27]=[CH:26][C:4]([C:5]([NH:7][C:8]2[CH:13]=[CH:12][C:11]([CH2:14][N:15]3[CH2:20][CH2:19][N:18]([CH3:21])[CH2:17][CH2:16]3)=[C:10]([C:22]([F:23])([F:25])[F:24])[CH:9]=2)=[O:6])=[CH:3][C:2]=1[C:46]#[C:45][Si:42]([CH3:44])([CH3:43])[CH3:41]. Procedure details: 3-iodo-4-methyl-N-[4-(4-methyl-piperazin-1-ylmethyl)-3-trifluoromethyl-phenyl]-benzamide (2.59 g, 5 mmol), Pd[(PPh3)]4 (289 mg, 0.25 mmol), CuI (71 mg, 0.375 mmol) was placed in a schlenk flask. The flask was subjected to 3 cycles of vacuum-refilling with N2. To this mixture was added anhydrous N,N-diisopropylethylamine (1.1 mL, 6 mmol), DMF (5 mL), and trimethylsilylacetylene (0.92 mL, 6.5 mmol). This solution was stirred at rt for 24 h. Water and EtOAc were added to the reaction mixture to fac... Starting materials: C(C)OC(=O)C=1N=CC=2NC3=CC=C(C=C3C2C1C)N (6-amino-4-methyl-beta-carboline-3-carboxylic-acid-ethylester), Cl\C=C/CCCl (1,4-dichloro-2-cis-butene), C(C)N(C(C)C)C(C)C (ethyldiisopropylamine). Run in C(C)O (ethanol), ice water. Run at time 2 hour. Product: C(C)OC(=O)C=1N=CC=2NC3=CC=C(C=C3C2C1C)N1C=CC=C1 (4-methyl-6-(1-pyrrolyl)-beta-carboline-3-carboxylic-acid-ethylester). As a reaction SMILES: [CH2:1]([O:3][C:4]([C:6]1[N:7]=[CH:8][C:9]2[NH:10][C:11]3[C:16]([C:17]=2[C:18]=1[CH3:19])=[CH:15][C:14]([NH2:20])=[CH:13][CH:12]=3)=[O:5])[CH3:2].Cl/[CH:22]=[CH:23]\[CH2:24][CH2:25]Cl.C(N(C(C)C)C(C)C)C>C(O)C>[CH2:1]([O:3][C:4]([C:6]1[N:7]=[CH:8][C:9]2[NH:10][C:11]3[C:16]([C:17]=2[C:18]=1[CH3:19])=[CH:15][C:14]([N:20]1[CH:25]=[CH:24][CH:23]=[CH:22]1)=[CH:13][CH:12]=3)=[O:5])[CH3:2]. Procedure: 3.25 g of 6-amino-4-methyl-beta-carboline-3-carboxylic-acid-ethylester in 70 ml of ethanol, together with 1.7 ml of 1,4-dichloro-2-cis-butene and 4.5 g of ethyldiisopropylamine is heated for 10 h at 50° C. After stirring in 250 ml of ice water, the precipitate is filtered, washed and dried in vacuum. The raw product (3.4 g of a mixture of dihydropyrrole derivative and pyrrole derivative) is dissolved in 600 ml of methylene chloride and, after addition of 17 g of pyrolusite, is stirred for 2 h at...